Task: describe an organic reaction: reactants, conditions, products, and yield. Dataset: the Open Reaction Database (ORD), a public repository of structured organic reaction records The reactants are precipitate, [OH-].[K+] (potassium hydroxide), CS(=O)(=O)OS(=O)(=O)C (methanesulfonic anhydride), NC1=C(C(=O)OC)C=CC(=C1)C(=O)OC (dimethyl 2-aminoterephthalate), Cl (hydrochloric acid). Run in O (water), O (water). Reaction conditions: temperature 130 celsius, time 2 hour. The product is CS(=O)(=O)NC1=C(C(=O)O)C=CC(=C1)C(=O)O (2-methylsulfonamidoterephthalic acid), material. RXN SMILES: [CH3:1][S:2]([O:5]S(C)(=O)=O)(=O)=[O:3].[NH2:10][C:11]1[CH:20]=[C:19]([C:21]([O:23]C)=[O:22])[CH:18]=[CH:17][C:12]=1[C:13]([O:15]C)=[O:14].[OH-].[K+].Cl>O>[CH3:1][S:2]([NH:10][C:11]1[CH:20]=[C:19]([C:21]([OH:23])=[O:22])[CH:18]=[CH:17][C:12]=1[C:13]([OH:15])=[O:14])(=[O:5])=[O:3] |f:2.3|. Procedure details: First, 2-methylsulfonamidoterephthalic acid was prepared as follows. 19.4 g methanesulfonic anhydride was placed in a flask and heated to produce a liquid. 10.3 g dimethyl 2-aminoterephthalate was added to the liquid over a period of 2-3 minutes. The mixture was initially heated at 130° C. for 15 minutes and then at 100° C. for 2 hours and 30 minutes. The mixture was then cooled, 50 ml of cold water added, the mixture stirred for 1 hour and then filtered. The precipitate was recrystallized from ...